The task is: describe an organic reaction: reactants, conditions, products, and yield. This data is from the Open Reaction Database (ORD), a public repository of structured organic reaction records. Starting materials: ClCCl, Cc1cc(C(N)=O)ncc1C(Sc1ccc(F)cc1)c1c(F)ccc(F)c1F, O=C(OO)c1cccc(Cl)c1. The product is Cc1cc(C(N)=O)ncc1C(c1c(F)ccc(F)c1F)S(=O)c1ccc(F)cc1. Reaction SMILES: [CH2:40]([Cl:41])[Cl:42].[F:1][c:2]1[cH:3][cH:4][c:5]([S:8][CH:9]([c:10]2[c:11]([CH3:19])[cH:12][c:13]([C:16](=[O:17])[NH2:18])[n:14][cH:15]2)[c:20]2[c:21]([F:28])[c:22]([F:27])[cH:23][cH:24][c:25]2[F:26])[cH:6][cH:7]1.[OH:29][O:30][C:31]([c:32]1[cH:33][c:34]([Cl:35])[cH:36][cH:37][cH:38]1)=[O:39]>>[F:1][c:2]1[cH:3][cH:4][c:5]([S:8]([CH:9]([c:10]2[c:11]([CH3:19])[cH:12][c:13]([C:16](=[O:17])[NH2:18])[n:14][cH:15]2)[c:20]2[c:21]([F:28])[c:22]([F:27])[cH:23][cH:24][c:25]2[F:26])=[O:29])[cH:6][cH:7]1. Procedure details: 50 mg 2-hydroxymethyl-6-{2-[2-(4-methoxy-phenyl)-vinyl]-thiophen-3-yloxy}-tetrahydro-pyran-3,4,5-triol were dissolved in 10 of methanol. 20 mg of palladium on activated carbon were added and the solution was stirred under a hydrogen atmosphere for 18 h. The catalyst was filtered off and washed with 60 ml of methanol, and the organic phase was concentrated. The residue was chromatographed on silica gel (ethyl acetate). 18 mg of the product with the molecular weight of 396.46 (C19H24)7S); MS (ESI)... Conditions: time 18 hour. Product: OCC1OC(C(C(C1O)O)O)OC1=C(SC=C1)CCC1=CC=C(C=C1)OC (2-Hydroxymethyl-6-{2-[2-(4-methoxy-phenyl)-ethyl]-thiophen-3-yloxy}-tetrahydro-pyran-3,4,5-triol). As a reaction SMILES: [OH:1][CH2:2][CH:3]1[CH:8]([OH:9])[CH:7]([OH:10])[CH:6]([OH:11])[CH:5]([O:12][C:13]2[CH:17]=[CH:16][S:15][C:14]=2[CH:18]=[CH:19][C:20]2[CH:25]=[CH:24][C:23]([O:26][CH3:27])=[CH:22][CH:21]=2)[O:4]1>CO.[Pd]>[OH:1][CH2:2][CH:3]1[CH:8]([OH:9])[CH:7]([OH:10])[CH:6]([OH:11])[CH:5]([O:12][C:13]2[CH:17]=[CH:16][S:15][C:14]=2[CH2:18][CH2:19][C:20]2[CH:21]=[CH:22][C:23]([O:26][CH3:27])=[CH:24][CH:25]=2)[O:4]1. Reagents/catalysts: [Pd] (palladium on activated carbon). Run in CO (methanol). Starting materials: OCC1OC(C(C(C1O)O)O)OC1=C(SC=C1)C=CC1=CC=C(C=C1)OC (2-hydroxymethyl-6-{2-[2-(4-methoxy-phenyl)-vinyl]-thiophen-3-yloxy}-tetrahydro-pyran-3,4,5-triol). The reactants are ClC1=C(C(=O)N(C2=CC(=CC=C2)OC)CC2=CC=C(C=C2)OC)C=CC=N1 (2-Chloro-N-(4-methoxybenzyl)-N-(3-methoxyphenyl)nicotine amide), C1(=CC=CC=C1)P(CCCP(C1=CC=CC=C1)C1=CC=CC=C1)C1=CC=CC=C1 (1,3-bis(diphenylphosphino)propane), C(CCC)P(CCCC)CCCC (tributylphosphine), C([O-])([O-])=O.[K+].[K+] (potassium carbonate). The reagents and catalysts are C(C)(=O)[O-].[Pd+2].C(C)(=O)[O-] (palladium(II) acetate). The solvent is CN(C=O)C (N,N-dimethylformamide). Run at temperature 120 celsius. Product: COC=1C=CC2=C(N(C(C=3C=CC=NC23)=O)CC2=CC=C(C=C2)OC)C1 (8-Methoxy-6-(4-methoxybenzyl)benzo[h][1,6]naphthyridine-5(6H)-one). The yield is 24.4%. As a reaction SMILES: Cl[C:2]1[N:27]=[CH:26][CH:25]=[CH:24][C:3]=1[C:4]([N:6]([CH2:15][C:16]1[CH:21]=[CH:20][C:19]([O:22][CH3:23])=[CH:18][CH:17]=1)[C:7]1[CH:12]=[CH:11][CH:10]=[C:9]([O:13][CH3:14])[CH:8]=1)=[O:5].C1(P(C2C=CC=CC=2)CCCP(C2C=CC=CC=2)C2C=CC=CC=2)C=CC=CC=1.C(P(CCCC)CCCC)CCC.C(=O)([O-])[O-].[K+].[K+]>CN(C)C=O.C([O-])(=O)C.[Pd+2].C([O-])(=O)C>[CH3:14][O:13][C:9]1[CH:10]=[CH:11][C:12]2[C:2]3[N:27]=[CH:26][CH:25]=[CH:24][C:3]=3[C:4](=[O:5])[N:6]([CH2:15][C:16]3[CH:21]=[CH:20][C:19]([O:22][CH3:23])=[CH:18][CH:17]=3)[C:7]=2[CH:8]=1 |f:3.4.5,7.8.9|. Reported procedure: To a stirred solution of the compound (873 mg, 2.28 mmol) prepared in step 2 in N,N-dimethylformamide (6.0 ml), were added sequently palladium(II) acetate (153.6 mg, 0.684 mmol), 1,3-bis(diphenylphosphino)propane (282 mg, 0.684 mmol), tributylphosphine (0.563 ml, 2.28 mmol), and potassium carbonate (630 mg, 4.56 mmol) and the mixture was refluxed for four hours at 120° C. Once the reaction was completed, the reaction mixture was cooled to a room temperature and extracted with dichloromethane. Th... Starting materials: C(=C)C1=CC=C(C(=O)O)C=C1 (4-vinylbenzoic acid), N12CCCCCC2=NCCC1 (1.8-diazabicyclo [5.4.0]undec-7-ene), IC (iodomethane), C(C)(=O)OCC (Ethyl acetate). The solvent is C(C)#N (acetonitrile). Conditions: time 3 hour. The product is C(=C)C1=CC=C(C(=O)OC)C=C1 (Methyl 4-vinylbenzoate). As a reaction SMILES: [CH:1]([C:3]1[CH:11]=[CH:10][C:6]([C:7]([OH:9])=[O:8])=[CH:5][CH:4]=1)=[CH2:2].N12CCCN=C1CCCC[CH2:13]2.IC.C(OCC)(=O)C>C(#N)C>[CH:1]([C:3]1[CH:11]=[CH:10][C:6]([C:7]([O:9][CH3:13])=[O:8])=[CH:5][CH:4]=1)=[CH2:2]. Procedure: To a solution of 4-vinylbenzoic acid (Aldrich, 2.18 g, 14.7 mmol) in anhydrous acetonitrile (14.0 mL) was added 1.8-diazabicyclo [5.4.0]undec-7-ene (Aldrich, 2.46 g, 16.2 mmol) and iodomethane (Aldrich, 3.13 g, 2.1 mmol) at 0° C. The reaction mixture was then warmed to room temperature and allowed to stir for 3 h. Ethyl acetate (100 mL) was added to the mixture and the solution was washed with brine (50 mL). The organic phase was then separated and concentrated in vacuo. The residue was chromato... Starting materials: Cl, O, OC(Cc1ccccn1)(c1ccccc1)c1ccccc1. The product is C(=C(c1ccccc1)c1ccccc1)c1ccccn1. Reaction SMILES: [ClH:22].[OH2:23].[c:1]1([C:7]([CH2:8][c:9]2[n:10][cH:11][cH:12][cH:13][cH:14]2)([OH:15])[c:16]2[cH:17][cH:18][cH:19][cH:20][cH:21]2)[cH:2][cH:3][cH:4][cH:5][cH:6]1>>[c:1]1([C:7](=[CH:8][c:9]2[n:10][cH:11][cH:12][cH:13][cH:14]2)[c:16]2[cH:17][cH:18][cH:19][cH:20][cH:21]2)[cH:2][cH:3][cH:4][cH:5][cH:6]1. Starting materials: BrC1=CC=C(O1)C(=O)NC=1C=NC=CC1N1CCN(CC1)C(=O)OC(C)(C)C (tert-butyl 4-(3-(5-bromofuran-2-carboxamido)pyridin-4-yl)piperazine-1-carboxylate), COC1=CC=C2CNC(C2=C1)=O (6-methoxy-2,3-dihydro-isoindol-1-one), CC1(C2=C(C(=CC=C2)P(C3=CC=CC=C3)C4=CC=CC=C4)OC5=C(C=CC=C51)P(C6=CC=CC=C6)C7=CC=CC=C7)C (Xantphos), C(C)(=O)[O-].[K+] (Potassium acetate). Reagents/catalysts: [Pd].[Pd].C(C1=CC=CC=C1)=CC(=O)C=CC1=CC=CC=C1.C(C1=CC=CC=C1)=CC(=O)C=CC1=CC=CC=C1.C(C1=CC=CC=C1)=CC(=O)C=CC1=CC=CC=C1 (Tris(dibenzylideneacetone) dipalladium(0)). Run in O1CCOCC1 (Dioxane), C(C)(=O)OCC (ethyl acetate). Yields the product COC1=CC=C2CN(C(C2=C1)=O)C1=CC=C(O1)C(=O)NC=1C=NC=CC1N1CCN(CC1)C(=O)OC(C)(C)C (tert-butyl 4-(3-(5-(6-methoxy-1-oxoisoindolin-2-yl)furan-2-carboxamido)pyridin-4-yl)piperazine-1-carboxylate). As a reaction SMILES: Br[C:2]1[O:6][C:5]([C:7]([NH:9][C:10]2[CH:11]=[N:12][CH:13]=[CH:14][C:15]=2[N:16]2[CH2:21][CH2:20][N:19]([C:22]([O:24][C:25]([CH3:28])([CH3:27])[CH3:26])=[O:23])[CH2:18][CH2:17]2)=[O:8])=[CH:4][CH:3]=1.[CH3:29][O:30][C:31]1[CH:39]=[C:38]2[C:34]([CH2:35][NH:36][C:37]2=[O:40])=[CH:33][CH:32]=1.CC1(C)C2C(=C(P(C3C=CC=CC=3)C3C=CC=CC=3)C=CC=2)OC2C(P(C3C=CC=CC=3)C3C=CC=CC=3)=CC=CC1=2.C([O-])(=O)C.[K+]>O1CCOCC1.C(OCC)(=O)C.[Pd].[Pd].C(=CC(C=CC1C=CC=CC=1)=O)C1C=CC=CC=1.C(=CC(C=CC1C=CC=CC=1)=O)C1C=CC=CC=1.C(=CC(C=CC1C=CC=CC=1)=O)C1C=CC=CC=1>[CH3:29][O:30][C:31]1[CH:39]=[C:38]2[C:34]([CH2:35][N:36]([C:2]3[O:6][C:5]([C:7]([NH:9][C:10]4[CH:11]=[N:12][CH:13]=[CH:14][C:15]=4[N:16]4[CH2:21][CH2:20][N:19]([C:22]([O:24][C:25]([CH3:28])([CH3:27])[CH3:26])=[O:23])[CH2:18][CH2:17]4)=[O:8])=[CH:4][CH:3]=3)[C:37]2=[O:40])=[CH:33][CH:32]=1 |f:3.4,7.8.9.10.11|. Procedure details: A mixture of tert-butyl 4-(3-(5-bromofuran-2-carboxamido)pyridin-4-yl)piperazine-1-carboxylate (1.3, 100 mg, 0.20 mmol), the 6-methoxy-2,3-dihydro-isoindol-1-one,(1.4, 1.2 equivalent), Tris(dibenzylideneacetone) dipalladium(0) (20 mg, 0.02 mmol), Xantphos (26 mg, 0.04 mmol), Potassium acetate (139 mg, 0.66 mmol) in 5 ml of Dioxane was heated to 85° C. for 16 hours. Resulting suspension was diluted with ethyl acetate and passed through a celite filter to remove insoluble solid. Organic layer was ...